From a dataset of the Open Reaction Database (ORD), a public repository of structured organic reaction records. describe an organic reaction: reactants, conditions, products, and yield Reactants: NC1=C(C=C(C=C1)Cl)C(=O)C1=CC=NC=C1 ((2-amino-5-chloro-phenyl)-pyridin-4-yl-methanone), CC(C)(C=1OC=CN1)C1=CC=C(C=C1)S(=O)(=O)Cl (4-(1-methyl-1-oxazol-2-yl-ethyl)-benzenesulfonyl chloride), N-aryl-benzenesulfonamides. Yields the product ClC1=CC(=C(C=C1)NS(=O)(=O)C1=CC=C(C=C1)C(C)(C=1OC=CN1)C)C(=O)C1=CC=NC=C1 (N-[4-Chloro-2-(pyridine-4-carbonyl)-phenyl]-4-(1-methyl-1-oxazol-2-yl-ethyl)-benzenesulfonamide). RXN SMILES: [NH2:1][C:2]1[CH:7]=[CH:6][C:5]([Cl:8])=[CH:4][C:3]=1[C:9]([C:11]1[CH:16]=[CH:15][N:14]=[CH:13][CH:12]=1)=[O:10].[CH3:17][C:18]([C:25]1[CH:30]=[CH:29][C:28]([S:31](Cl)(=[O:33])=[O:32])=[CH:27][CH:26]=1)([C:20]1[O:21][CH:22]=[CH:23][N:24]=1)[CH3:19]>>[Cl:8][C:5]1[CH:6]=[CH:7][C:2]([NH:1][S:31]([C:28]2[CH:27]=[CH:26][C:25]([C:18]([CH3:19])([C:20]3[O:21][CH:22]=[CH:23][N:24]=3)[CH3:17])=[CH:30][CH:29]=2)(=[O:32])=[O:33])=[C:3]([C:9]([C:11]2[CH:16]=[CH:15][N:14]=[CH:13][CH:12]=2)=[O:10])[CH:4]=1. Procedure details: The title compound was prepared from (2-amino-5-chloro-phenyl)-pyridin-4-yl-methanone and 4-(1-methyl-1-oxazol-2-yl-ethyl)-benzenesulfonyl chloride following the general procedure described for the preparation of N-aryl-benzenesulfonamides. MS: m/z 482 (M++1). Starting materials: [Al+3], C1CCOC1, [H-], [H-], [H-], [H-], [Li+], CCOC(=O)C1CCCN(C(=O)OCc2ccccc2)C1, [Na+], [OH-], O. Reaction SMILES: [Al+3:2].[CH2:28]1[O:29][CH2:30][CH2:31][CH2:32]1.[H-:1].[H-:4].[H-:5].[H-:6].[Li+:3].[N:7]1([C:18](=[O:19])[O:20][CH2:21][c:22]2[cH:23][cH:24][cH:25][cH:26][cH:27]2)[CH2:8][CH:9]([C:13](=[O:14])[O:15][CH2:16][CH3:17])[CH2:10][CH2:11][CH2:12]1.[Na+:34].[OH-:33].[OH2:35]>>[N:7]1([C:18](=[O:19])[O:20][CH2:21][c:22]2[cH:23][cH:24][cH:25][cH:26][cH:27]2)[CH2:8][CH:9]([CH2:13][OH:14])[CH2:10][CH2:11][CH2:12]1. The product is O=C(OCc1ccccc1)N1CCCC(CO)C1. The reactants are BrCBr, ClCCl, CN(C)CCN(C)C, [Cl-], [Cl-], [Cl-], [Cl-], [Cl-], CC(C)(C)OC(=O)N1CCC(c2ccc(F)cc2)C(OC(=O)c2ccc3ccccc3c2)C1, [NH4+], C1CCOC1, [Ti+4], [Zn]. As a reaction SMILES: [Br:9][CH2:10][Br:11].[CH2:47]([Cl:48])[Cl:49].[CH3:1][N:2]([CH3:3])[CH2:4][CH2:5][N:6]([CH3:7])[CH3:8].[Cl-:45].[Cl-:55].[Cl-:56].[Cl-:57].[Cl-:58].[F:12][c:13]1[cH:14][cH:15][c:16]([CH:19]2[CH:20]([O:32][C:33](=[O:34])[c:35]3[cH:36][c:37]4[cH:38][cH:39][cH:40][cH:41][c:42]4[cH:43][cH:44]3)[CH2:21][N:22]([C:25](=[O:26])[O:27][C:28]([CH3:29])([CH3:30])[CH3:31])[CH2:23][CH2:24]2)[cH:17][cH:18]1.[NH4+:46].[O:50]1[CH2:51][CH2:52][CH2:53][CH2:54]1.[Ti+4:59].[Zn:60]>>[CH2:1]=[C:33]([O:32][CH:20]1[CH:19]([c:16]2[cH:15][cH:14][c:13]([F:12])[cH:18][cH:17]2)[CH2:24][CH2:23][N:22]([C:25](=[O:26])[O:27][C:28]([CH3:29])([CH3:30])[CH3:31])[CH2:21]1)[c:35]1[cH:36][c:37]2[cH:38][cH:39][cH:40][cH:41][c:42]2[cH:43][cH:44]1. Product: C=C(OC1CN(C(=O)OC(C)(C)C)CCC1c1ccc(F)cc1)c1ccc2ccccc2c1. The reactants are CC(=O)O, CCOCC, Nc1c(O)cccc1C(=O)O, O=S(=O)(Cl)Cl. The product is Nc1c(O)cc(Cl)cc1C(=O)O. RXN SMILES: [CH3:12][C:13](=[O:14])[OH:15].[CH3:21][CH2:22][O:23][CH2:24][CH3:25].[NH2:1][c:2]1[c:3]([OH:4])[cH:5][cH:6][cH:7][c:8]1[C:9]([OH:10])=[O:11].[S:16]([Cl:17])(=[O:18])([Cl:19])=[O:20]>>[NH2:1][c:2]1[c:3]([OH:4])[cH:5][c:6]([Cl:19])[cH:7][c:8]1[C:9]([OH:10])=[O:11]. Reactants: C(C)(=O)C=1C=C(N)C=CC1 (3-acetylaniline), [N-]=[N+]=[N-].[Na+] (NaN3), Cl (HCl), N(=O)[O-].[Na+] (NaNO2). Run in O (water), O (water), O (water), CCCCCC (hexane), CCOCC (ether). Conditions: time 20 minute. Product: C(C)(=O)C=1C=C(C=CC1)N=[N+]=[N-] (3-acetylphenylazide). Reaction SMILES: [C:1]([C:4]1[CH:5]=[C:6]([CH:8]=[CH:9][CH:10]=1)[NH2:7])(=[O:3])[CH3:2].Cl.N([O-])=O.[Na+].[N-:16]=[N+:17]=[N-].[Na+]>O.CCOCC.CCCCCC>[C:1]([C:4]1[CH:5]=[C:6]([N:7]=[N+:16]=[N-:17])[CH:8]=[CH:9][CH:10]=1)(=[O:3])[CH3:2] |f:2.3,4.5|. Procedure details: A mixture of 10.8g. (0.08 mole) of 3-acetylaniline in 50 ml. of water was treated with 20 ml. of concentrated HCl and cooled to 0° C. There was then added a solution of 6.07g. (0.088 mole) of NaNO2 in 20 ml. of water. The reaction mixture was aged for 20 minutes, and there was then added 25 ml. of hexane and 25 ml. of ether, followed by a solution fo 5.72g. (0.088 mole) of NaN3 in 20 ml. of water. The reaction mixture was aged for 1/2 hour at room temperature, after which the aqueous and organic... The reactants are CI (methyl iodide), C[Si](C)(C)[N-][Si](C)(C)C.[Li+] (lithium bistrimethylsilylamide), C(#N)CCN1CCC(CC1)(C1=CC=CC=C1)C#N (1-(2-cyanoethyl)-4-cyano-4-phenyl-piperidine). Solvent: O1CCCC1 (tetrahydrofuran), O1CCCC1 (tetrahydrofuran), C(C)OCC (diethyl ether). Run at temperature -20 celsius, time 30 minute. Yields the product C(#N)C(CN1CCC(CC1)(C1=CC=CC=C1)C#N)C ((+/−)-1-(2-cyanopropyl)-4-cyano-4-phenyl-piperidine). RXN SMILES: [C:1]([CH2:3][CH2:4][N:5]1[CH2:10][CH2:9][C:8]([C:17]#[N:18])([C:11]2[CH:16]=[CH:15][CH:14]=[CH:13][CH:12]=2)[CH2:7][CH2:6]1)#[N:2].[CH3:19][Si]([N-][Si](C)(C)C)(C)C.[Li+].CI>O1CCCC1.C(OCC)C>[C:1]([CH:3]([CH3:19])[CH2:4][N:5]1[CH2:10][CH2:9][C:8]([C:17]#[N:18])([C:11]2[CH:12]=[CH:13][CH:14]=[CH:15][CH:16]=2)[CH2:7][CH2:6]1)#[N:2] |f:1.2|. Procedure: A solution of 1-(2-cyanoethyl)-4-cyano-4-phenyl-piperidine (2.81 g, 11.7 mmol) dissolved in tetrahydrofuran(110 mL) was cooled to −20° C. under an atmosphere of nitrogen and 1 M lithium bistrimethylsilylamide in tetrahydrofuran (12.3 ml) was added by syringe. The clear solution was allowed to stir for 30 min. and then methyl iodide (0.80 mL, 12.9 mmol) was added by syringe. This reaction mixture was stirred for 5 minutes and then warmed to room temperature and stirred for 30 minutes. The reactio... Starting materials: CC(C)(C)[O-], ClCSCc1ccccc1, O=c1ncc(Cl)c[nH]1, Cl, [K+], CN(C)C=O. Yields the product O=c1ncc(Cl)cn1CSCc1ccccc1. As a reaction SMILES: [CH3:1][C:2]([CH3:3])([O-:4])[CH3:5].[Cl:16][CH2:17][S:18][CH2:19][c:20]1[cH:21][cH:22][cH:23][cH:24][cH:25]1.[Cl:8][c:9]1[cH:10][n:11][c:12](=[O:15])[nH:13][cH:14]1.[ClH:7].[K+:6].[O:26]=[CH:27][N:28]([CH3:29])[CH3:30]>>[Cl:8][c:9]1[cH:10][n:11]([CH2:17][S:18][CH2:19][c:20]2[cH:21][cH:22][cH:23][cH:24][cH:25]2)[c:12](=[O:15])[n:13][cH:14]1. Reactants: CC1C(C1)CC=1N(C(N(N1)C1=C(C=CC=C1)C(F)(F)F)=O)CC1=CC=C(C=C1)C1=C(C=CC=C1)S(N)(=O)=O (2,4-dihydro-5-[(2-methylcyclopropyl)methyl]-4-[(2'-sulfamoylbiphenyl-4-yl)methyl]-2-[2-(trifluoromethyl)phenyl]-3H-1,2,4-triazol-3-one), C(C1=CC=CC=C1)(=O)O (benzoic acid). Yields the product C(C1=CC=CC=C1)(=O)NS(=O)(=O)C1=C(C=CC=C1)C1=CC=C(C=C1)CN1C(N(N=C1CC1C(C1)C)C1=C(C=CC=C1)C(F)(F)F)=O (4-[[2'-(N-Benzoylsulfamoyl)biphenyl-4-yl]methyl]-2,4-dihydro-5-[(2-methylcyclopropyl)methyl]-2-[2-(trifluoromethyl)phenyl]-3H-1,2,4-triazol-3-one), desired material. Isolated yield 64.0%. Reaction SMILES: [CH3:1][CH:2]1[CH2:4][CH:3]1[CH2:5][C:6]1[N:7]([CH2:22][C:23]2[CH:28]=[CH:27][C:26]([C:29]3[CH:34]=[CH:33][CH:32]=[CH:31][C:30]=3[S:35](=[O:38])(=[O:37])[NH2:36])=[CH:25][CH:24]=2)[C:8](=[O:21])[N:9]([C:11]2[CH:16]=[CH:15][CH:14]=[CH:13][C:12]=2[C:17]([F:20])([F:19])[F:18])[N:10]=1.[C:39](O)(=[O:46])[C:40]1[CH:45]=[CH:44][CH:43]=[CH:42][CH:41]=1>>[C:39]([NH:36][S:35]([C:30]1[CH:31]=[CH:32][CH:33]=[CH:34][C:29]=1[C:26]1[CH:25]=[CH:24][C:23]([CH2:22][N:7]2[C:6]([CH2:5][CH:3]3[CH2:4][CH:2]3[CH3:1])=[N:10][N:9]([C:11]3[CH:16]=[CH:15][CH:14]=[CH:13][C:12]=3[C:17]([F:18])([F:20])[F:19])[C:8]2=[O:21])=[CH:28][CH:27]=1)(=[O:38])=[O:37])(=[O:46])[C:40]1[CH:45]=[CH:44][CH:43]=[CH:42][CH:41]=1. Procedure: The title compound was prepared from 2,4-dihydro-5-[(2-methylcyclopropyl)methyl]-4-[(2'-sulfamoylbiphenyl-4-yl)methyl]-2-[2-(trifluoromethyl)phenyl]-3H-1,2,4-triazol-3-one (from Step G) and benzoic acid according to the procedure of Example 43. The crude material was purified by flash chromatography over silica gel (gradient elution using 0.5-5.0% MeOH/CH2Cl2) to give a 64% of the desired material as a white solid, homogeneous by TLC (5% MeOH/CH2Cl2); mass spectrum (FAB) m/e 647 (M+1)+ ; mp 123°... Reactants: CC(=O)O (HOAc), C(#N)C=1N=CC(=NC1NC1=C2C=CN(C2=CC=C1)C)N[C@@H](C(=O)N)CC(C)C ((R)-2-(5-cyano-6-(1-methyl-1H-indol-4-ylamino)pyrazin-2-ylamino)-4-methylpentanamide), [OH-].[Na+] (NaOH), OO (H2O2). Run in CCO (EtOH), CS(=O)C (DMSO). Reaction conditions: time 60 minute. Product: NC([C@@H](CC(C)C)NC=1N=C(C(=NC1)C(=O)N)NC1=C2C=CN(C2=CC=C1)C)=O ((R)-5-(1-amino-4-methyl-1-oxopentan-2-ylamino)-3-(1-methyl-1H-indol-4-ylamino)pyrazine-2-carboxamide). RXN SMILES: [C:1]([C:3]1[N:4]=[CH:5][C:6]([NH:20][C@H:21]([CH2:25][CH:26]([CH3:28])[CH3:27])[C:22]([NH2:24])=[O:23])=[N:7][C:8]=1[NH:9][C:10]1[CH:18]=[CH:17][CH:16]=[C:15]2[C:11]=1[CH:12]=[CH:13][N:14]2[CH3:19])#[N:2].[OH-].[Na+].OO.CC(O)=[O:35]>CCO.CS(C)=O>[NH2:24][C:22](=[O:23])[C@H:21]([NH:20][C:6]1[N:7]=[C:8]([NH:9][C:10]2[CH:18]=[CH:17][CH:16]=[C:15]3[C:11]=2[CH:12]=[CH:13][N:14]3[CH3:19])[C:3]([C:1]([NH2:2])=[O:35])=[N:4][CH:5]=1)[CH2:25][CH:26]([CH3:28])[CH3:27] |f:1.2|. Procedure: The crude (R)-2-(5-cyano-6-(1-methyl-1H-indol-4-ylamino)pyrazin-2-ylamino)-4-methylpentanamide (151 mg) was dissolved in EtOH (2 mL) and DMSO (1 mL), aq. 1N NaOH (1.0 mL) and aq. H2O2 (50%, 1.0 mL) were added. The mixture was stirred at room temperature for 60 min. HOAc (0.5 mL) was added. The mixture was then concentrated in vacuo. The residue was purified by HPLC to give the titled compound (9 mg). MS 396.4 (M+H); UV 202.2, 273.1, 324.8 nm; t 0.613 min.